From a dataset of the Open Reaction Database (ORD), a public repository of structured organic reaction records. describe an organic reaction: reactants, conditions, products, and yield Reactants: C(C1=CC=CC=C1)(C1=CC=CC=C1)N1CC(C1)O (1-Benzhydryl-3-hydroxyazetidine), C1(=CC=C(C=C1)S(=O)(=O)Cl)C (p-toluenesulfonyl chloride). The product is C(C1=CC=CC=C1)(C1=CC=CC=C1)N1CC(C1)OS(=O)(=O)C1=CC=C(C=C1)C (1-benzhydryl-3-(p-toluenesulfonyloxy)azetidine). RXN SMILES: [CH:1]([N:14]1[CH2:17][CH:16]([OH:18])[CH2:15]1)([C:8]1[CH:13]=[CH:12][CH:11]=[CH:10][CH:9]=1)[C:2]1[CH:7]=[CH:6][CH:5]=[CH:4][CH:3]=1.[C:19]1([CH3:29])[CH:24]=[CH:23][C:22]([S:25](Cl)(=[O:27])=[O:26])=[CH:21][CH:20]=1>>[CH:1]([N:14]1[CH2:17][CH:16]([O:18][S:25]([C:22]2[CH:23]=[CH:24][C:19]([CH3:29])=[CH:20][CH:21]=2)(=[O:27])=[O:26])[CH2:15]1)([C:8]1[CH:13]=[CH:12][CH:11]=[CH:10][CH:9]=1)[C:2]1[CH:3]=[CH:4][CH:5]=[CH:6][CH:7]=1. Reported procedure: 1-Benzhydryl-3-hydroxyazetidine is allowed to react with p-toluenesulfonyl chloride using an acid-removing agent to give 1-benzhydryl-3-(p-toluenesulfonyloxy)azetidine. This compound is allowed to react with diethyl malonate in the presence of a base to give diethyl (1-benzhydryl-3-azetidinyl)malonate. The reactants are COC1=CC(=NC=C1[N+](=O)[O-])CN1C(C2=CC=CC=C2C1=O)=O (2-(4-methoxy-5-nitro-pyridin-2-ylmethyl)-isoindole-1,3-dione), Br (hydrobromic acid). Reaction conditions: time 2 hour. Yields the product NC=1C(=CC(=NC1)CN)O (5-Amino-2-aminomethyl-pyridin-4-ol). As a reaction SMILES: C[O:2][C:3]1[C:8]([N+:9]([O-])=O)=[CH:7][N:6]=[C:5]([CH2:12][N:13]2C(=O)C3C(=CC=CC=3)C2=O)[CH:4]=1.Br>>[NH2:9][C:8]1[C:3]([OH:2])=[CH:4][C:5]([CH2:12][NH2:13])=[N:6][CH:7]=1. Reported procedure: A mixture of 2-(4-methoxy-5-nitro-pyridin-2-ylmethyl)-isoindole-1,3-dione (0.24 g, 7.7 mmole) and 48% hydrobromic acid (3 mL), is refluxed for 3 hours. The reaction mixture is cooled, evaporated to dryness in vacuo, dissolved in absolute ethanol (25 mL) and 10% Palladium on carbon (100 mg) is added under an inert atmosphere. This is then hydrogenated on a Par apparatus at 45 psi for 2 hours. The reaction mixture is filtered and evaporated to give a brown solid, 60 mg, (23%), MS (ES+): m/z 140.2 ... Reactants: Cl (hydrogen chloride), [Si](C1=CC=CC=C1)(C1=CC=CC=C1)(C(C)(C)C)OCC1=CC(=NC(=C1)C(F)(F)F)OC1CCN(CC1)C(=O)OC(C)(C)C (tert-Butyl 4-{[4-({[tert-butyl(diphenyl)silyl]oxy}methyl)-6-(trifluoromethyl)pyridin-2-yl]oxy}piperidine-1-carboxylate), Cl (hydrogen chloride). Run in O1CCOCC1 (dioxane), O1CCOCC1 (1,4-dioxane), O1CCOCC1 (dioxane), O (water), C([O-])(O)=O.[Na+] (sodium bicarbonate). Run at time 1 hour. Yields the product [Si](C1=CC=CC=C1)(C1=CC=CC=C1)(C(C)(C)C)OCC1=CC(=NC(=C1)C(F)(F)F)OC1CCNCC1 (4-({[tert-Butyl(diphenyl)silyl]oxy}methyl)-2-(piperidin-4-yloxy)-6-(trifluoromethyl)pyridine). Reaction SMILES: [Si:1]([O:18][CH2:19][C:20]1[CH:25]=[C:24]([C:26]([F:29])([F:28])[F:27])[N:23]=[C:22]([O:30][CH:31]2[CH2:36][CH2:35][N:34](C(OC(C)(C)C)=O)[CH2:33][CH2:32]2)[CH:21]=1)([C:14]([CH3:17])([CH3:16])[CH3:15])([C:8]1[CH:13]=[CH:12][CH:11]=[CH:10][CH:9]=1)[C:2]1[CH:7]=[CH:6][CH:5]=[CH:4][CH:3]=1.Cl>O1CCOCC1.O.C(=O)(O)[O-].[Na+]>[Si:1]([O:18][CH2:19][C:20]1[CH:25]=[C:24]([C:26]([F:29])([F:28])[F:27])[N:23]=[C:22]([O:30][CH:31]2[CH2:32][CH2:33][NH:34][CH2:35][CH2:36]2)[CH:21]=1)([C:14]([CH3:16])([CH3:15])[CH3:17])([C:2]1[CH:7]=[CH:6][CH:5]=[CH:4][CH:3]=1)[C:8]1[CH:13]=[CH:12][CH:11]=[CH:10][CH:9]=1 |f:4.5|. Reported procedure: To a solution of tert-butyl 4-{[4-({[tert-butyl(diphenyl)silyl]oxy}methyl)-6-(trifluoromethyl)pyridin-2-yl]oxy}piperidine-1-carboxylate (0.19 g, 0.23 mmol, from Step C) in 1,4-dioxane (2.0 mL) was added 4.0 M hydrogen chloride in dioxane (0.50 mL, 2.0 mmol). The reaction mixture was stirred for one hour. Additional 4.0 M hydrogen chloride in dioxane (0.50 mL, 2.0 mmol) was added and stirring was continued for two hours. The mixture was diluted with water, saturated sodium bicarbonate was used to... Reactants: COC(=O)c1cc(-c2cc(OC)ccc2OC)n(CC2CCCCC2)c1C, [Na+], C1COCCO1, [OH-], O. Product: COc1ccc(OC)c(-c2cc(C(=O)O)c(C)n2CC2CCCCC2)c1. Reaction SMILES: [CH3:1][O:2][C:3](=[O:4])[c:5]1[c:6]([CH3:27])[n:7]([CH2:20][CH:21]2[CH2:22][CH2:23][CH2:24][CH2:25][CH2:26]2)[c:8](-[c:10]2[c:11]([O:18][CH3:19])[cH:12][cH:13][c:14]([O:16][CH3:17])[cH:15]2)[cH:9]1.[Na+:29].[O:30]1[CH2:31][CH2:32][O:33][CH2:34][CH2:35]1.[OH-:28].[OH2:36]>>[O:2]=[C:3]([OH:4])[c:5]1[c:6]([CH3:27])[n:7]([CH2:20][CH:21]2[CH2:22][CH2:23][CH2:24][CH2:25][CH2:26]2)[c:8](-[c:10]2[c:11]([O:18][CH3:19])[cH:12][cH:13][c:14]([O:16][CH3:17])[cH:15]2)[cH:9]1. Starting materials: C(C)(C)OC(=O)N1CCC(CC1)C1OC2=C(C1)C=C(C=C2)Br (4-(5-bromo-2,3-dihydro-benzofuran-2-yl)-piperidine-1-carboxylic acid isopropyl ester), C(C)OC(=O)CC1=CC=C(C=C1)B(O)O (4-(ethoxycarbonylmethyl)phenyl boronic acid), Intermediate 63. Product: C(C)(C)OC(=O)N1CCC(CC1)C1OC2=C(C1)C=C(C=C2)C2=CC=C(C=C2)CC(=O)O (4-[5-(4-Carboxymethyl-phenyl)-2,3-dihydro-benzofuran-2-yl]-piperidine-1-carboxylic acid isopropyl ester). As a reaction SMILES: [CH:1]([O:4][C:5]([N:7]1[CH2:12][CH2:11][CH:10]([CH:13]2[CH2:17][C:16]3[CH:18]=[C:19](Br)[CH:20]=[CH:21][C:15]=3[O:14]2)[CH2:9][CH2:8]1)=[O:6])([CH3:3])[CH3:2].C([O:25][C:26]([CH2:28][C:29]1[CH:34]=[CH:33][C:32](B(O)O)=[CH:31][CH:30]=1)=[O:27])C>>[CH:1]([O:4][C:5]([N:7]1[CH2:12][CH2:11][CH:10]([CH:13]2[CH2:17][C:16]3[CH:18]=[C:19]([C:32]4[CH:33]=[CH:34][C:29]([CH2:28][C:26]([OH:27])=[O:25])=[CH:30][CH:31]=4)[CH:20]=[CH:21][C:15]=3[O:14]2)[CH2:9][CH2:8]1)=[O:6])([CH3:3])[CH3:2]. Procedure details: The title compound is prepared from 4-(5-bromo-2,3-dihydro-benzofuran-2-yl)-piperidine-1-carboxylic acid isopropyl ester and 4-(ethoxycarbonylmethyl)phenyl boronic acid following a procedure analogous to that described for Intermediate 63. LC (method 5): tR=1.58 min; Mass spectrum (ESI+): m/z=424 [M+H]+. Reactants: ClC=1C=CC(=NC1F)C1=NN(C2=CN=C(C=C21)C=2C=NC=CC2)COCC[Si](C)(C)C (3-(5-chloro-6-fluoropyridin-2-yl)-5-(pyridin-3-yl)-1-((2-(trimethylsilyl)ethoxy)methyl)-1H-pyrazolo[3,4-c]pyridine), C(=O)(OC(C)(C)C)NC1CCNCC1 (4-(N-Boc-amino)-piperidine), CN1CCOCC1 (4-Methylmorpholine), CN1C(CCC1)=O (N-Methylpyrrolidinone). Solvent: CCOC(=O)C (EtOAc). Conditions: temperature 120 celsius. Yields the product ClC=1C(=NC(=CC1)C1=NN(C2=CN=C(C=C21)C=2C=NC=CC2)COCC[Si](C)(C)C)N2CCC(CC2)NC(OC(C)(C)C)=O (tert-butyl 1-(3-chloro-6-(5-(pyridin-3-yl)-1-((2-(trimethylsilyl)ethoxy)methyl)-1H-pyrazolo[3,4-c]pyridin-3-yl)pyridin-2-yl)piperidin-4-ylcarbamate). As a reaction SMILES: [Cl:1][C:2]1[CH:3]=[CH:4][C:5]([C:9]2[C:17]3[C:12](=[CH:13][N:14]=[C:15]([C:18]4[CH:19]=[N:20][CH:21]=[CH:22][CH:23]=4)[CH:16]=3)[N:11]([CH2:24][O:25][CH2:26][CH2:27][Si:28]([CH3:31])([CH3:30])[CH3:29])[N:10]=2)=[N:6][C:7]=1F.[C:32]([NH:39][CH:40]1[CH2:45][CH2:44][NH:43][CH2:42][CH2:41]1)([O:34][C:35]([CH3:38])([CH3:37])[CH3:36])=[O:33].CN1CCOCC1.CN1CCCC1=O>CCOC(C)=O>[Cl:1][C:2]1[C:7]([N:43]2[CH2:42][CH2:41][CH:40]([NH:39][C:32](=[O:33])[O:34][C:35]([CH3:37])([CH3:36])[CH3:38])[CH2:45][CH2:44]2)=[N:6][C:5]([C:9]2[C:17]3[C:12](=[CH:13][N:14]=[C:15]([C:18]4[CH:19]=[N:20][CH:21]=[CH:22][CH:23]=4)[CH:16]=3)[N:11]([CH2:24][O:25][CH2:26][CH2:27][Si:28]([CH3:31])([CH3:30])[CH3:29])[N:10]=2)=[CH:4][CH:3]=1. Reported procedure: In a pressure tube was charged with 3-(5-chloro-6-fluoropyridin-2-yl)-5-(pyridin-3-yl)-1-((2-(trimethylsilyl)ethoxy)methyl)-1H-pyrazolo[3,4-c]pyridine (103.4 mg, 0.2268 mmol), 4-(N-Boc-amino)-piperidine (136.24 mg, 0.6803 mmol), 4-Methylmorpholine (249.30 uL, 10 mmol), and N-Methylpyrrolidinone (3 mL). The mixture was heated at 120° C. overnight. The reaction mixture was cooled to room temperature, diluted with EtOAc, washed 3 times with water. The organic layer was dried with MgSO4, and then co... Starting materials: C1(=CC=CC=C1)CCNC(=O)C1=C(C=CC=C1)CCC(=O)O (2-(2-Phenylethylaminocarbonyl)benzenepropanoic acid), COC=1C=C(C=CC1OC)CCN (3,4-dimethoxybenzeneethanamine). Product: COC=1C=C(C=CC1OC)CCNC(CCC1=C(C=CC=C1)C(=O)NCCC1=CC=CC=C1)=O (N-[2-(3,4-Dimethoxyphenyl)ethyl]-2-(2-phenylethylaminocarbonyl)benzenepropanamide). RXN SMILES: [C:1]1([CH2:7][CH2:8][NH:9][C:10]([C:12]2[CH:17]=[CH:16][CH:15]=[CH:14][C:13]=2[CH2:18][CH2:19][C:20]([OH:22])=O)=[O:11])[CH:6]=[CH:5][CH:4]=[CH:3][CH:2]=1.[CH3:23][O:24][C:25]1[CH:26]=[C:27]([CH2:33][CH2:34][NH2:35])[CH:28]=[CH:29][C:30]=1[O:31][CH3:32]>>[CH3:23][O:24][C:25]1[CH:26]=[C:27]([CH2:33][CH2:34][NH:35][C:20](=[O:22])[CH2:19][CH2:18][C:13]2[CH:14]=[CH:15][CH:16]=[CH:17][C:12]=2[C:10]([NH:9][CH2:8][CH2:7][C:1]2[CH:2]=[CH:3][CH:4]=[CH:5][CH:6]=2)=[O:11])[CH:28]=[CH:29][C:30]=1[O:31][CH3:32]. Reported procedure: This was prepared from the product of step (c) and 3,4-dimethoxybenzeneethanamine using the procedure of Example 6(c) mp 122°-3°. RXN SMILES: [C:1]([CH3:2])([CH3:3])([CH3:4])[O:5][C:6](=[O:7])[N:8]1[CH2:9][CH2:10][N:11]([CH:14]([CH2:15][NH:16][CH2:17][CH:18]([CH3:19])[CH3:20])[CH:21]2[CH2:22][CH2:23][CH2:24][CH2:25][CH2:26]2)[CH2:12][CH2:13]1.[CH3:27][S:28]([Cl:29])(=[O:30])=[O:31].[Cl:32][CH2:33][Cl:34]>>[C:1]([CH3:2])([CH3:3])([CH3:4])[O:5][C:6](=[O:7])[N:8]1[CH2:9][CH2:10][N:11]([CH:14]([CH2:15][N:16]([CH2:17][CH:18]([CH3:19])[CH3:20])[S:28]([CH3:27])(=[O:30])=[O:31])[CH:21]2[CH2:22][CH2:23][CH2:24][CH2:25][CH2:26]2)[CH2:12][CH2:13]1. Product: CC(C)CN(CC(C1CCCCC1)N1CCN(C(=O)OC(C)(C)C)CC1)S(C)(=O)=O. Starting materials: CC(C)CNCC(C1CCCCC1)N1CCN(C(=O)OC(C)(C)C)CC1, CS(=O)(=O)Cl, ClCCl. Reactants: O=C(O)c1cncc(Br)c1, CCN=C=NCCCN(C)C, CCOC(C)=O, CCN(C(C)C)C(C)C, Cl, CN(C)C=O, O, O, On1nnc2ccccc21, NCCCN(Cc1nc2ccccc2[nH]1)C1CCCc2cccnc21. The product is O=C(NCCCN(Cc1nc2ccccc2[nH]1)C1CCCc2cccnc21)c1cncc(Br)c1. Reaction SMILES: [Br:1][c:2]1[cH:3][n:4][cH:5][c:6]([C:7](=[O:8])[OH:9])[cH:10]1.[CH3:23][N:24]([CH3:25])[CH2:26][CH2:27][CH2:28][N:29]=[C:30]=[N:31][CH2:32][CH3:33].[CH3:73][CH2:74][O:75][C:76](=[O:77])[CH3:78].[CH:34]([N:35]([CH2:36][CH3:37])[CH:38]([CH3:39])[CH3:40])([CH3:41])[CH3:42].[ClH:22].[O:68]=[CH:69][N:70]([CH3:71])[CH3:72].[OH2:11].[OH2:79].[OH:12][n:13]1[c:14]2[cH:15][cH:16][cH:17][cH:18][c:19]2[n:20][n:21]1.[nH:43]1[c:44]([CH2:52][N:53]([CH2:54][CH2:55][CH2:56][NH2:57])[CH:58]2[CH2:59][CH2:60][CH2:61][c:62]3[cH:63][cH:64][cH:65][n:66][c:67]32)[n:45][c:46]2[c:47]1[cH:48][cH:49][cH:50][cH:51]2>>[Br:1][c:2]1[cH:3][n:4][cH:5][c:6]([C:7](=[O:9])[NH:57][CH2:56][CH2:55][CH2:54][N:53]([CH2:52][c:44]2[nH:43][c:47]3[c:46]([n:45]2)[cH:51][cH:50][cH:49][cH:48]3)[CH:58]2[CH2:59][CH2:60][CH2:61][c:62]3[cH:63][cH:64][cH:65][n:66][c:67]32)[cH:10]1. The reactants are Cc1c(C)c2c(c(C)c1O)CCC(C)(CCCC(C)(Cl)CCCC(C)(Cl)CCCC(C)(C)Cl)O2, CC(=O)OC(C)=O, CC(=O)[O-], CCOC(C)=O, CC(=O)O, [Cl-], [Cl-], Cl, [Na+], O, [Zn+2]. Product: Cc1c(C)c2c(c(C)c1O)CCC(C)(CCCC(C)(Cl)CCCC(C)(Cl)CCCC(C)(C)Cl)O2, CC(=O)O. RXN SMILES: [CH3:1][C:2]1([CH2:16][CH2:17][CH2:18][C:19]([CH2:20][CH2:21][CH2:22][C:23]([CH2:24][CH2:25][CH2:26][C:27]([CH3:28])([CH3:29])[Cl:30])([CH3:31])[Cl:32])([CH3:33])[Cl:34])[O:3][c:4]2[c:5]([CH3:15])[c:6]([CH3:14])[c:7]([OH:13])[c:8]([CH3:12])[c:9]2[CH2:10][CH2:11]1.[CH3:36][C:37](=[O:38])[O:39][C:40](=[O:41])[CH3:42].[CH3:44][C:45](=[O:46])[O-:47].[CH3:51][CH2:52][O:53][C:54](=[O:55])[CH3:56].[CH3:58][C:59](=[O:60])[OH:61].[Cl-:48].[Cl-:50].[ClH:35].[Na+:43].[OH2:57].[Zn+2:49]>>[CH3:1][C:2]1([CH2:16][CH2:17][CH2:18][C:19]([CH2:20][CH2:21][CH2:22][C:23]([CH2:24][CH2:25][CH2:26][C:27]([CH3:28])([CH3:29])[Cl:30])([CH3:31])[Cl:32])([CH3:33])[Cl:34])[O:3][c:4]2[c:5]([CH3:15])[c:6]([CH3:14])[c:7]([OH:13])[c:8]([CH3:12])[c:9]2[CH2:10][CH2:11]1.[CH3:36][C:37](=[O:38])[OH:39].